Dataset: the Open Reaction Database (ORD), a public repository of structured organic reaction records. Task: describe an organic reaction: reactants, conditions, products, and yield The reactants are CO, C[O-], O=Cc1ccc(C(F)(F)F)cc1F, [Na+], O. The product is COc1cc(C(F)(F)F)ccc1C=O. Reaction SMILES: [CH3:18][OH:19].[CH3:1][O-:2].[F:4][C:5]([F:6])([F:7])[c:8]1[cH:9][c:10]([F:16])[c:11]([CH:12]=[O:13])[cH:14][cH:15]1.[Na+:3].[OH2:17]>>[CH3:1][O:2][c:10]1[cH:9][c:8]([C:5]([F:4])([F:6])[F:7])[cH:15][cH:14][c:11]1[CH:12]=[O:13]. Reactants: C(=O)(C(F)(F)F)O (TFA), C(CCC(=O)OCC1=CC=C(C=C1)OC)(=O)O[C@@](C([C@@H](NC([C@@H](NC([C@@H](NC([C@@H](NC(CN1CCOCC1)=O)CCC1=CC=CC=C1)=O)CC(C)C)=O)CC1=CC=CC=C1)=O)CC(C)C)=O)(CI)C ((4S,7S,10S,13S,15S)-10-Benzyl-16-iodo-7,13-diisobutyl-15-methyl-1-morpholino-2,5,8,11,14-pentaoxo-4-phenethyl-3,6,9,12-tetraazahexadecan-15-yl 4-methoxybenzyl succinate). Run in C(Cl)Cl (DCM). Run at time 0.5 hour. Yields the product C(C1=CC=CC=C1)[C@H](NC([C@@H](NC([C@@H](NC(CN1CCOCC1)=O)CCC1=CC=CC=C1)=O)CC(C)C)=O)C(N[C@H](C([C@@](OC(CCC(=O)O)=O)(C)CI)=O)CC(C)C)=O ((4S,7S,10S,13S,15S)-10-Benzyl-15-(iodomethyl)-7,13-diisobutyl-15-methyl-1-morpholino-2,5,8,11,14,17-hexaoxo-4-phenethyl-16-oxa-3,6,9,12-tetraazaicosan-20-oic acid). RXN SMILES: C(O)(C(F)(F)F)=O.[C:8]([O:24][C@:25]([CH3:76])([CH2:74][I:75])[C:26](=[O:73])[C@H:27]([CH2:69][CH:70]([CH3:72])[CH3:71])[NH:28][C:29](=[O:68])[C@H:30]([CH2:61][C:62]1[CH:67]=[CH:66][CH:65]=[CH:64][CH:63]=1)[NH:31][C:32](=[O:60])[C@H:33]([CH2:56][CH:57]([CH3:59])[CH3:58])[NH:34][C:35](=[O:55])[C@H:36]([CH2:47][CH2:48][C:49]1[CH:54]=[CH:53][CH:52]=[CH:51][CH:50]=1)[NH:37][C:38](=[O:46])[CH2:39][N:40]1[CH2:45][CH2:44][O:43][CH2:42][CH2:41]1)(=[O:23])[CH2:9][CH2:10][C:11]([O:13]CC1C=CC(OC)=CC=1)=[O:12]>C(Cl)Cl>[CH2:61]([C@@H:30]([C:29](=[O:68])[NH:28][C@@H:27]([CH2:69][CH:70]([CH3:72])[CH3:71])[C:26](=[O:73])[C@:25]([CH2:74][I:75])([CH3:76])[O:24][C:8](=[O:23])[CH2:9][CH2:10][C:11]([OH:13])=[O:12])[NH:31][C:32](=[O:60])[C@H:33]([CH2:56][CH:57]([CH3:59])[CH3:58])[NH:34][C:35](=[O:55])[C@H:36]([CH2:47][CH2:48][C:49]1[CH:50]=[CH:51][CH:52]=[CH:53][CH:54]=1)[NH:37][C:38](=[O:46])[CH2:39][N:40]1[CH2:41][CH2:42][O:43][CH2:44][CH2:45]1)[C:62]1[CH:63]=[CH:64][CH:65]=[CH:66][CH:67]=1. Reported procedure: Referring to FIG. 43, TFA (6 mL) was added dropwise to a solution of compound (4S,7S,10S,13S,15S)-10-benzyl-16-iodo-7,13-diisobutyl-15-methyl-1-morpholino-2,5,8,11,14-pentaoxo-4-phenethyl-3,6,9,12-tetraazahexadecan-15-yl 4-methoxybenzyl succinate (21, 1.7 g, 1.59 mmol) in DCM (30 mL) at 0° C. and the reaction mixture was allowed to warm to room temperature and stirred for 0.5 h. TFA was removed under reduced pressure and the residue was dissolved in DCM (50 mL). The resulting mixture was washed ... The reactants are [Al+3], C1CCOC1, [H-], [H-], [H-], [H-], [Li+], COC(=O)c1ccc2cc[nH]c2c1. Yields the product OCc1ccc2cc[nH]c2c1. As a reaction SMILES: [Al+3:2].[CH2:20]1[O:21][CH2:22][CH2:23][CH2:24]1.[H-:1].[H-:4].[H-:5].[H-:6].[Li+:3].[nH:7]1[cH:8][cH:9][c:10]2[cH:11][cH:12][c:13]([C:16](=[O:17])[O:18][CH3:19])[cH:14][c:15]12>>[nH:7]1[cH:8][cH:9][c:10]2[cH:11][cH:12][c:13]([CH2:16][OH:17])[cH:14][c:15]12. Starting materials: ice water, C1(=CC=C(C=C1)S(=O)(=O)OC[C@H]1N(C[C@@H](C1)O)C(=O)OCC1=CC=C(C=C1)OC)C ((2S,4R)-1-p-methoxybenzyloxycarbonyl-4-hydroxypyrrolidine-2-methanol p-toluenesulfonate), [N-]=[N+]=[N-].[Na+] (sodium azide). The solvent is CN(C=O)C (dimethylformamide), O (water). Reaction conditions: temperature 80 celsius, time 8 hour. Yields the product COC1=CC=C(COC(=O)N2[C@@H](C[C@H](C2)O)CN=[N+]=[N-])C=C1 ((2S,4R)-1-p-methoxybenzyloxycarbonyl-4-hydroxy-2-azidomethylpyrrolidine). Yield: 91.4%. RXN SMILES: C1(C)C=CC(S(O[CH2:11][C@@H:12]2[CH2:16][C@@H:15]([OH:17])[CH2:14][N:13]2[C:18]([O:20][CH2:21][C:22]2[CH:27]=[CH:26][C:25]([O:28][CH3:29])=[CH:24][CH:23]=2)=[O:19])(=O)=O)=CC=1.[N-:31]=[N+:32]=[N-:33].[Na+]>CN(C)C=O.O>[CH3:29][O:28][C:25]1[CH:26]=[CH:27][C:22]([CH2:21][O:20][C:18]([N:13]2[CH2:14][C@H:15]([OH:17])[CH2:16][C@H:12]2[CH2:11][N:31]=[N+:32]=[N-:33])=[O:19])=[CH:23][CH:24]=1 |f:1.2|. Procedure: To a solution of (2S,4R)-1-p-methoxybenzyloxycarbonyl-4-hydroxypyrrolidine-2-methanol p-toluenesulfonate (8.7 g: 20 mmole) in dimethylformamide (60 ml), a solution of sodium azide (1.56 g) in water (6 ml) is added. The mixture is stirred at 80° C. overnight. The reaction mixture is poured into ice water and extracted with ethyl acetate. The extract is successively washed with water and brine, dried over magnesium sulfate, and concentrated in vacuo to give crude (2S,4R)-1-p-methoxybenzyloxycarbon...